This data is from the Open Reaction Database (ORD), a public repository of structured organic reaction records. The task is: describe an organic reaction: reactants, conditions, products, and yield The reactants are OC1=C(C(C=CC2=CC=C(C=C2)OC)=O)C(=CC(=C1)OC)OC (2'-hydroxy-4,4',6'-trimethoxychalcone), Cl (hydrochloride), C(C1=CN=CC=C1)(=O)Cl (nicotinoyl chloride). Run in N1=CC=CC=C1 (pyridine). Yields the product COC1=C(C(C=CC2=CC=C(C=C2)OC)=O)C(=CC(=C1)OC)OC(C1=CN=CC=C1)=O (2',4,4'-trimethoxy-6'-(nicotinoyloxy)chalcone). Isolated yield 82.4%. RXN SMILES: [OH:1][C:2]1[CH:19]=[C:18]([O:20][CH3:21])[CH:17]=[C:16]([O:22][CH3:23])[C:3]=1[C:4](=[O:15])[CH:5]=[CH:6][C:7]1[CH:12]=[CH:11][C:10]([O:13][CH3:14])=[CH:9][CH:8]=1.Cl.[C:25](Cl)(=[O:32])[C:26]1[CH:31]=[CH:30][CH:29]=[N:28][CH:27]=1>N1C=CC=CC=1>[CH3:23][O:22][C:16]1[CH:17]=[C:18]([O:20][CH3:21])[CH:19]=[C:2]([O:1][C:25](=[O:32])[C:26]2[CH:31]=[CH:30][CH:29]=[N:28][CH:27]=2)[C:3]=1[C:4](=[O:15])[CH:5]=[CH:6][C:7]1[CH:12]=[CH:11][C:10]([O:13][CH3:14])=[CH:9][CH:8]=1. Procedure: A solution of 2'-hydroxy-4,4',6'-trimethoxychalcone (1 g) and hydrochloride of nicotinoyl chloride (0.6 g) in 20 ml of pyridine was stirred at room temperature for 4 hours. After removal of the solvent followed by addition of saturated aqueous sodium bicarbonate (50 ml) to the residue, the mixture was extracted with ethyl acetate (100 ml). The extract was washed with water, dried over Na2SO4 and evaporated under reduced pressure to give an oily residue. Crystallization from methanol/hexane gave ... Starting materials: O=C([O-])[O-], ClCCl, CNC1CN(C2CCCCC2)CC1O, [K+], [K+], O=C(Cl)c1cccc2ccccc12. Product: CN(C(=O)c1cccc2ccccc12)C1CN(C2CCCCC2)CC1O, Cl. RXN SMILES: [C:15](=[O:16])([O-:17])[O-:18].[CH2:34]([Cl:35])[Cl:36].[CH:1]1([N:7]2[CH2:8][CH:9]([OH:14])[CH:10]([NH:12][CH3:13])[CH2:11]2)[CH2:2][CH2:3][CH2:4][CH2:5][CH2:6]1.[K+:19].[K+:20].[c:21]1([C:31](=[O:32])[Cl:33])[cH:22][cH:23][cH:24][c:25]2[cH:26][cH:27][cH:28][cH:29][c:30]12>>[CH:1]1([N:7]2[CH2:8][CH:9]([OH:14])[CH:10]([N:12]([CH3:13])[C:31]([c:21]3[cH:22][cH:23][cH:24][c:25]4[cH:26][cH:27][cH:28][cH:29][c:30]34)=[O:32])[CH2:11]2)[CH2:2][CH2:3][CH2:4][CH2:5][CH2:6]1.[ClH:33]. Reactants: C(C)(=O)C=1C(=C2C(CCS(C2=C(C1)C)(=O)=O)COC)C (6-acetyl-4-methoxymethyl-5,8-dimethylthiochroman-1,1-dioxide), Cl[O-].[Na+] (sodium hypochlorite), crude product, S(=O)([O-])[O-].[Na+].[Na+] (sodium sulfite). Solvent: O1CCOCC1 (dioxane). Yields the product COCC1CCS(C2=C(C=C(C(=C12)C)C(=O)O)C)(=O)=O (4-methoxymethyl-5,8-dimethyl-6-carboxythiochroman-1,1-dioxide). Yield: 75.0%. RXN SMILES: [C:1]([C:4]1[C:5]([CH3:20])=[C:6]2[C:11](=[C:12]([CH3:14])[CH:13]=1)[S:10](=[O:16])(=[O:15])[CH2:9][CH2:8][CH:7]2[CH2:17][O:18][CH3:19])(=[O:3])C.Cl[O-].[Na+].S([O-])([O-])=[O:25].[Na+].[Na+]>O1CCOCC1>[CH3:19][O:18][CH2:17][CH:7]1[C:6]2[C:11](=[C:12]([CH3:14])[CH:13]=[C:4]([C:1]([OH:25])=[O:3])[C:5]=2[CH3:20])[S:10](=[O:16])(=[O:15])[CH2:9][CH2:8]1 |f:1.2,3.4.5|. Reported procedure: To a solution of 0.32 g (1.1 mmol) of 6-acetyl-4-methoxymethyl-5,8-dimethylthiochroman-1,1-dioxide in 1 ml of dioxane was added 3.8 ml of a sodium hypochlorite aqueous solution, and the mixture was allowed to react at 0° C. for 1 hour and further allowed to react at room temperature overnight. A 20 wt % sodium sulfite aqueous solution was added to the reaction mixture, and the mixture was washed with ethyl acetate. An aqueous layer was acidified with concentrated hydrochloric acid, and extracted... The reactants are CN(C)C=O, COC(=O)C(=CNc1ccc(O)cc1)C(=O)C=CC1CC=CCC1. Product: COC(=O)C1=CN(c2ccc(O)cc2)C(C2CC=CCC2)CC1=O. Reaction SMILES: [CH3:25][N:26]([CH3:27])[CH:28]=[O:29].[CH:1]1=[CH:2][CH2:3][CH:4]([CH:7]=[CH:8][C:9]([C:10]([C:11](=[O:12])[O:13][CH3:14])=[CH:15][NH:16][c:17]2[cH:18][cH:19][c:20]([OH:23])[cH:21][cH:22]2)=[O:24])[CH2:5][CH2:6]1>>[CH:1]1=[CH:2][CH2:3][CH:4]([CH:7]2[CH2:8][C:9](=[O:24])[C:10]([C:11](=[O:12])[O:13][CH3:14])=[CH:15][N:16]2[c:17]2[cH:18][cH:19][c:20]([OH:23])[cH:21][cH:22]2)[CH2:5][CH2:6]1. Starting materials: BrB(Br)Br, CNC(=O)Cc1ccc(OC)cc1OC, CO, ClCCl. Product: CNC(=O)Cc1ccc(O)cc1OC. Reaction SMILES: [B:16]([Br:17])([Br:18])[Br:19].[CH3:1][O:2][c:3]1[c:4]([CH2:11][C:12](=[O:13])[NH:14][CH3:15])[cH:5][cH:6][c:7]([O:9][CH3:10])[cH:8]1.[CH3:20][OH:21].[Cl:22][CH2:23][Cl:24]>>[CH3:1][O:2][c:3]1[c:4]([CH2:11][C:12](=[O:13])[NH:14][CH3:15])[cH:5][cH:6][c:7]([OH:9])[cH:8]1. Starting materials: compound, C(C1=CC=CC=C1)[C@@H]1N(C(OC1)=O)C([C@H]([C@@H](C1=CC=C(C=C1)O)O)OC1=CC=C(C=C1)F)=O ((S)-4-benzyl-3-[(2S,3R)-2-(4-fluorophenoxy)-3-hydroxy-3-(4-hydroxyphenyl)propionyl]oxazolidin-2-one), C(C)[SiH](CC)CC (triethylsilane). The product is C(C1=CC=CC=C1)[C@@H]1N(C(OC1)=O)C([C@H](CC1=CC=C(C=C1)O)OC1=CC=C(C=C1)F)=O ((S)-4-Benzyl-3-[(S)-2-(4-fluorophenoxy)-3-(4-hydroxyphenyl)propionyl]oxazolidin-2-one). RXN SMILES: [CH2:1]([C@H:8]1[CH2:12][O:11][C:10](=[O:13])[N:9]1[C:14](=[O:33])[C@@H:15]([O:25][C:26]1[CH:31]=[CH:30][C:29]([F:32])=[CH:28][CH:27]=1)[C@H:16](O)[C:17]1[CH:22]=[CH:21][C:20]([OH:23])=[CH:19][CH:18]=1)[C:2]1[CH:7]=[CH:6][CH:5]=[CH:4][CH:3]=1.C([SiH](CC)CC)C>>[CH2:1]([C@H:8]1[CH2:12][O:11][C:10](=[O:13])[N:9]1[C:14](=[O:33])[C@@H:15]([O:25][C:26]1[CH:31]=[CH:30][C:29]([F:32])=[CH:28][CH:27]=1)[CH2:16][C:17]1[CH:22]=[CH:21][C:20]([OH:23])=[CH:19][CH:18]=1)[C:2]1[CH:7]=[CH:6][CH:5]=[CH:4][CH:3]=1. Reported procedure: The target compound (1.21 g) was obtained as colorless crystals by carrying out the reaction and the post-treatment according to Reference example 20(d) using (S)-4-benzyl-3-[(2S,3R)-2-(4-fluorophenoxy)-3-hydroxy-3-(4-hydroxyphenyl)propionyl]oxazolidin-2-one (1.89 g) obtained from Reference example 22(c) and triethylsilane (5.4 ml). Starting materials: CC(C)(C)OC(=O)Nc1cc(Cl)c(Cl)cc1[N+](=O)[O-], CC(C)N, CS(C)=O. Yields the product CC(C)Nc1cc(NC(=O)OC(C)(C)C)c([N+](=O)[O-])cc1Cl. As a reaction SMILES: [C:1]([CH3:2])([CH3:3])([CH3:4])[O:5][C:6]([NH:7][c:8]1[c:9]([N+:16](=[O:17])[O-:18])[cH:10][c:11]([Cl:15])[c:12]([Cl:14])[cH:13]1)=[O:19].[CH3:20][CH:21]([CH3:22])[NH2:23].[CH3:24][S:25]([CH3:26])=[O:27]>>[C:1]([CH3:2])([CH3:3])([CH3:4])[O:5][C:6]([NH:7][c:8]1[c:9]([N+:16](=[O:17])[O-:18])[cH:10][c:11]([Cl:15])[c:12]([NH:23][CH:21]([CH3:20])[CH3:22])[cH:13]1)=[O:19].